From a dataset of the Open Reaction Database (ORD), a public repository of structured organic reaction records. describe an organic reaction: reactants, conditions, products, and yield The reactants are C(C)(C)(C)OC(N(C)C[C@@H](CCl)O)=O (((S)-3-chloro-2-hydroxypropyl)-methylcarbamic acid tert-butyl ester), [OH-].[Na+] (sodium hydroxide). Solvent: C1CCOC1 (THF). Reaction conditions: time 2 hour. The product is C(C)(C)(C)OC(N(C[C@@H]1OC1)C)=O (methyl-(S)-1-oxiranylmethylcarbamic acid tert-butyl ester). The yield is 85.5%. RXN SMILES: [C:1]([O:5][C:6](=[O:14])[N:7]([CH2:9][C@H:10]([OH:13])[CH2:11]Cl)[CH3:8])([CH3:4])([CH3:3])[CH3:2].[OH-].[Na+]>C1COCC1>[C:1]([O:5][C:6](=[O:14])[N:7]([CH3:8])[CH2:9][C@H:10]1[CH2:11][O:13]1)([CH3:4])([CH3:3])[CH3:2] |f:1.2|. Procedure details: ((S)-3-chloro-2-hydroxypropyl)-methylcarbamic acid tert-butyl ester (2.23 g, 10 mmol) was dissolved in THF (30 mL), and then an aqueous sodium hydroxide solution (0.48 g in 10 mL water) was added. The mixture was stirred for 2 h. The mixture was then concentrated under reduced pressure to remove most of the THF, and the remaining aqueous solution was extracted into ethyl acetate, washing with water. The product was dried over sodium sulfate, filtered and concentrated under reduced pressure to gi... Starting materials: CC(C)(C)[Si](C)(C)N1C(=O)CC1CC=O, C1CCOC1, [Li]CCCC, CC(=O)OCc1ccccc1, CCCCCC, CC(C)NC(C)C. Yields the product CC(C)(C)[Si](C)(C)N1C(=O)CC1CC(O)CC(=O)OCc1ccccc1. RXN SMILES: [C:24]([CH3:25])([CH3:26])([CH3:27])[Si:28]([N:29]1[C:30](=[O:36])[CH2:31][CH:32]1[CH2:33][CH:34]=[O:35])([CH3:37])[CH3:38].[CH2:45]1[O:46][CH2:47][CH2:48][CH2:49]1.[CH2:8]([Li:9])[CH2:10][CH2:11][CH3:12].[CH3:13][C:14](=[O:15])[O:16][CH2:17][c:18]1[cH:19][cH:20][cH:21][cH:22][cH:23]1.[CH3:39][CH2:40][CH2:41][CH2:42][CH2:43][CH3:44].[CH:1]([NH:2][CH:3]([CH3:4])[CH3:5])([CH3:6])[CH3:7]>>[CH2:13]([C:14](=[O:15])[O:16][CH2:17][c:18]1[cH:19][cH:20][cH:21][cH:22][cH:23]1)[CH:34]([CH2:33][CH:32]1[N:29]([Si:28]([C:24]([CH3:25])([CH3:26])[CH3:27])([CH3:37])[CH3:38])[C:30](=[O:36])[CH2:31]1)[OH:35].